From a dataset of the Open Reaction Database (ORD), a public repository of structured organic reaction records. describe an organic reaction: reactants, conditions, products, and yield RXN SMILES: [C:30]([BH3-:31])#[N:32].[CH:18]1([CH2:24][C:25]([C:26](=[O:27])[OH:28])=[O:29])[CH2:19][CH2:20][CH2:21][CH2:22][CH2:23]1.[NH2:1][CH:2]([CH3:3])[C:4](=[O:5])[N:6]1[CH:7]([C:15](=[O:16])[OH:17])[CH2:8][CH:9]2[CH2:10][CH2:11][CH2:12][CH2:13][CH:14]12.[Na+:33]>>[NH:1]([CH:2]([CH3:3])[C:4](=[O:5])[N:6]1[CH:7]([C:15](=[O:16])[OH:17])[CH2:8][CH:9]2[CH2:10][CH2:11][CH2:12][CH2:13][CH:14]12)[CH:25]([CH2:24][CH:18]1[CH2:19][CH2:20][CH2:21][CH2:22][CH2:23]1)[C:26](=[O:27])[OH:28]. Yields the product CC(NC(CC1CCCCC1)C(=O)O)C(=O)N1C(C(=O)O)CC2CCCCC21. The reactants are [BH3-]C#N, O=C(O)C(=O)CC1CCCCC1, CC(N)C(=O)N1C(C(=O)O)CC2CCCCC21, [Na+]. Starting materials: OS(=O)(=O)O (H2SO4), FC1=C(C(=O)Cl)C=CC(=C1C)F (2,4-difluoro-3-methyl-benzoyl chloride), C(CC(=O)[O-])(=O)OCC (ethyl malonate), [Mg] (magnesium). Solvent: O (water), C1(=CC=CC=C1)C (toluene), C1(=CC=CC=C1)C (toluene), C(C)O (ethanol), C(Cl)(Cl)(Cl)Cl (carbon tetrachloride). Run at time 8 hour. The product is FC1=C(C(=O)CC(=O)OCC)C=CC(=C1C)F (Ethyl (2,4-difluoro-3-methyl-benzoyl)-acetate). RXN SMILES: [Mg].[C:2]([O:8][CH2:9][CH3:10])(=[O:7])[CH2:3][C:4]([O-:6])=O.[F:11][C:12]1[C:20]([CH3:21])=[C:19]([F:22])[CH:18]=[CH:17][C:13]=1C(Cl)=O.OS(O)(=O)=O>C1(C)C=CC=CC=1.O.C(O)C.C(Cl)(Cl)(Cl)Cl>[F:11][C:12]1[C:20]([CH3:21])=[C:19]([F:22])[CH:18]=[CH:17][C:13]=1[C:4]([CH2:3][C:2]([O:8][CH2:9][CH3:10])=[O:7])=[O:6]. Procedure details: 8 ml of ethnol and 1 ml of carbon tetrachloride are added to 3.6 g of magnesium turnings. After initiation of the reaction, a mixture of 22.2 g of ethyl malonate, 15 ml of ethanol and 60 ml of toluene are added at 50° C. The mixture is warmed for 1 hour at 50°-60° C. and then cooled to -5°--10° C. A solution of 25.7 g of 2,4-difluoro-3-methyl-benzoyl chloride (from 2,4-difluoro-3-methylbenzoic acid and thionyl chloride) in 15 ml of toluene is added dropwise at this temperature. The mixture is th... Starting materials: ClC1=CC(=NC=C1C#N)NC(=O)N1CCCC2=CC=C(N=C12)C(OC)OC (N-(4-chloro-5-cyanopyridin-2-yl)-7-(dimethoxymethyl)-3,4-dihydro-1,8-naphthyridine-1(2H)-carboxamide), ClC1=CC(=NC=C1C#N)NC(=O)N1CCCC2=CC=C(N=C12)C(OC)OC (N-(4-chloro-5-cyanopyridin-2-yl)-7-(dimethoxymethyl)-3,4-dihydro-1,8-naphthyridine-1(2H)-carboxamide), [F-].[K+] (KF). Solvent: CS(=O)C (DMSO), CCOC(=O)C (EtOAc). Reaction conditions: temperature 110 celsius, time 16 hour. Yields the product C(#N)C=1C(=CC(=NC1)NC(=O)N1CCCC2=CC=C(N=C12)C(OC)OC)F (N-(5-cyano-4-fluoropyridin-2-yl)-7-(dimethoxymethyl)-3,4-dihydro-1,8-naphthyridine-1(2H)-carboxamide). As a reaction SMILES: Cl[C:2]1[C:7]([C:8]#[N:9])=[CH:6][N:5]=[C:4]([NH:10][C:11]([N:13]2[C:22]3[C:17](=[CH:18][CH:19]=[C:20]([CH:23]([O:26][CH3:27])[O:24][CH3:25])[N:21]=3)[CH2:16][CH2:15][CH2:14]2)=[O:12])[CH:3]=1.[F-:28].[K+]>CS(C)=O.CCOC(C)=O>[C:8]([C:7]1[C:2]([F:28])=[CH:3][C:4]([NH:10][C:11]([N:13]2[C:22]3[C:17](=[CH:18][CH:19]=[C:20]([CH:23]([O:26][CH3:27])[O:24][CH3:25])[N:21]=3)[CH2:16][CH2:15][CH2:14]2)=[O:12])=[N:5][CH:6]=1)#[N:9] |f:1.2|. Procedure: N-(4-chloro-5-cyanopyridin-2-yl)-7-(dimethoxymethyl)-3,4-dihydro-1,8-naphthyridine-1(2H)-carboxamide (intermediate 2J, 106 mg, 0.273 mmol) and KF (159 mg, 2.73 mmol) were dissolved in DMSO (3 ml). The mixture was stirred at 110° C. for 16 h. The mixture was cooled to room temperature, diluted in EtOAc and washed with sat. aq. NaHCO3 (2×) and brine. The org. layer was dried over Na2SO4, filtered and concentrated under vacuum. The crude material was purified by normal phase chromatography (4 g sil... Reactants: Cl (HCl), C(C)(=O)OCC (ethyl acetate), ClC1=CC2=C(OC3=C([C@@H]4[C@@H]2C(N(C4)C)=O)C=CC=C3)C=C1 (trans-11-chloro-2,3,3a,12b-tetrahydro-2-methyl-1H-dibenz[2,3:6,7]oxepino[4,5-c]pyrrol-1-one). The solvent is C=1(C(=CC=CC1)C)C (xylene). Conditions: temperature 65 celsius. Product: Cl.ClC=1C=CC2=C([C@H]([C@@H](C3=C(O2)C=CC=C3)CNC)C(=O)O)C1 (Trans-8-chloro-10,11-dihydro-11-[(methylamino)methyl]-dibenz[b,f]-oxepin-10-carboxylic acid hydrochloride). RXN SMILES: Cl.C(OCC)(=[O:4])C.[Cl:8][C:9]1[CH:28]=[CH:27][C:12]2[O:13][C:14]3[CH:26]=[CH:25][CH:24]=[CH:23][C:15]=3[C@H:16]3[CH2:20][N:19]([CH3:21])[C:18](=[O:22])[C@@H:17]3[C:11]=2[CH:10]=1>C1(C)C(C)=CC=CC=1>[ClH:8].[Cl:8][C:9]1[CH:28]=[CH:27][C:12]2[O:13][C:14]3[CH:26]=[CH:25][CH:24]=[CH:23][C:15]=3[C@@H:16]([CH2:20][NH:19][CH3:21])[C@H:17]([C:18]([OH:22])=[O:4])[C:11]=2[CH:10]=1 |f:4.5|. Procedure: HCl (55.5 g) and silica gel (55 g) were suspended in xylene (550 mL). The suspension was heated to reflux for 1 night. The reaction mixture was cooled to 65° C. and ethyl acetate (550 mL) was added. The silica gel was filtered off and washed with ethyl acetate (550 mL). The organic phase was evaporated. The crude product was dissolved in methanol (750 mL). The methanol was partly evaporated upon which crystallization of the product takes place. After cooling to 5° C. for 3 hours, the product was... Reactants: C1COCCO1, CCOC(=O)Cc1cccc(Oc2ccc(C)cc2CBr)c1, [H-], [Na+], O=C1NCCO1. Product: CCOC(=O)Cc1cccc(Oc2ccc(C)cc2CN2CCOC2=O)c1. RXN SMILES: [CH2:31]1[O:32][CH2:33][CH2:34][O:35][CH2:36]1.[CH2:9]([CH3:10])[O:11][C:12]([CH2:13][c:14]1[cH:15][c:16]([O:20][c:21]2[c:22]([CH2:28][Br:29])[cH:23][c:24]([CH3:27])[cH:25][cH:26]2)[cH:17][cH:18][cH:19]1)=[O:30].[H-:7].[Na+:8].[O:1]1[C:2](=[O:6])[NH:3][CH2:4][CH2:5]1>>[O:1]1[C:2](=[O:6])[N:3]([CH2:28][c:22]2[c:21]([O:20][c:16]3[cH:15][c:14]([CH2:13][C:12]([O:11][CH2:9][CH3:10])=[O:30])[cH:19][cH:18][cH:17]3)[cH:26][cH:25][c:24]([CH3:27])[cH:23]2)[CH2:4][CH2:5]1. Starting materials: Example 1 ( i ), S(=O)(=O)(O)O.CC=1N=CNC1CO (4-methyl-5-hydroxymethylimidazole sulfate), C(CSS(=O)(=O)O)N (2-aminoethanethiolsulfuric acid). Yields the product CC=1N=CNC1CSCCN (4-methyl-5-[(2-aminoethyl)thiomethyl]imidazole), product. The yield is 73.3%. Reaction SMILES: S(O)(O)(=O)=O.[CH3:6][C:7]1[N:8]=[CH:9][NH:10][C:11]=1[CH2:12]O.[CH2:14]([NH2:21])[CH2:15][S:16]S(O)(=O)=O>>[CH3:6][C:7]1[N:8]=[CH:9][NH:10][C:11]=1[CH2:12][S:16][CH2:15][CH2:14][NH2:21] |f:0.1|. Procedure: 4.8 g of 4-methyl-5-hydroxymethylimidazole sulfate is reacted with 5.2 g of 2-aminoethanethiolsulfuric acid according to the procedure described in Example 1 (i), yielding 3.8 g of 4-methyl-5-[(2-aminoethyl)thiomethyl]imidazole as an oily product (yield: 73.3%). Starting materials: [I-].[K+] (potassium iodide), C(C)SC1=CC=CC2=C1C(=NCC=1N2C(=NN1)CCl)C1=CC(=CC=C1)Cl (7-(ethylthio)-1-(chloromethyl)-6-(m-chlorophenyl)-4H-s-triazolo[4,3-a][1,4]benzodiazepine), C1(CC1)N (cyclopropylamine). Run in O1CCCC1 (tetrahydrofuran). The product is C(C)SC1=CC=CC2=C1C(=NCC=1N2C(=NN1)CNC1CC1)C1=CC(=CC=C1)Cl (7-(ethylthio)-1-[(cyclopropylamino)methyl]-6-(m-chlorophenyl)-4H-s-triazolo[4,3-a][1,4]benzodiazepine). RXN SMILES: [I-].[K+].[CH2:3]([S:5][C:6]1[C:11]2[C:12]([C:22]3[CH:27]=[CH:26][CH:25]=[C:24]([Cl:28])[CH:23]=3)=[N:13][CH2:14][C:15]3[N:16]([C:17]([CH2:20]Cl)=[N:18][N:19]=3)[C:10]=2[CH:9]=[CH:8][CH:7]=1)[CH3:4].[CH:29]1([NH2:32])[CH2:31][CH2:30]1>O1CCCC1>[CH2:3]([S:5][C:6]1[C:11]2[C:12]([C:22]3[CH:27]=[CH:26][CH:25]=[C:24]([Cl:28])[CH:23]=3)=[N:13][CH2:14][C:15]3[N:16]([C:17]([CH2:20][NH:32][CH:29]4[CH2:31][CH2:30]4)=[N:18][N:19]=3)[C:10]=2[CH:9]=[CH:8][CH:7]=1)[CH3:4] |f:0.1|. Procedure details: In the manner given in Example 1, a potassium iodide and 7-(ethylthio)-1-(chloromethyl)-6-(m-chlorophenyl)-4H-s-triazolo[4,3-a][1,4]benzodiazepine in tetrahydrofuran is treated with cyclopropylamine to give 7-(ethylthio)-1-[(cyclopropylamino)methyl]-6-(m-chlorophenyl)-4H-s-triazolo[4,3-a][1,4]benzodiazepine. RXN SMILES: [CH3:1][O:2][C:3]1[CH:4]=[C:5]([CH:9]=[CH:10][C:11]=1[CH3:12])[C:6](O)=O.[Cr](Cl)([O-])(=O)=[O:14].[NH+]1C=C[CH:21]=[CH:20][CH:19]=1>C1COCC1>[CH3:1][O:2][C:3]1[CH:4]=[C:5]2[C:9](=[CH:10][C:11]=1[CH3:12])[C:21](=[O:14])[CH2:20][CH2:19][CH2:6]2 |f:1.2|. The reactants are [Cr](=O)(=O)([O-])Cl.[NH+]1=CC=CC=C1 (pyridinium chlorochromate), COC=1C=C(C(=O)O)C=CC1C (3-Methoxy-4-methylbenzoic acid), benzylic alcohol. The product is product, COC=1C=C2CCCC(C2=CC1C)=O (6-Methoxy-7-methyl-1-tetralone). Procedure: 3-Methoxy-4-methylbenzoic acid (30 g) was reduced to the benzylic alcohol with BH3 in THF (181 ml of 1 M solution). Oxidation of this product (28.7 g) with pyridinium chlorochromate (71g) gave the benzaldehyde derivative (21.3 g). Treatment of this alde hyde (19.6 g) with BrPh P(CH ) COOH (54.5 g) under Wit tig conditions afforded 4-(3-methoxy-4-methylphenyl)-3-butene carboxylic acid (26.9 g). Catalytic reduction of this product followed by polyphosphoric acid (PPA) cyclization gave the desired ... The solvent is C1CCOC1 (THF).